This data is from the Open Reaction Database (ORD), a public repository of structured organic reaction records. The task is: describe an organic reaction: reactants, conditions, products, and yield Starting materials: CN, COC(=O)CS(=O)(=O)c1ccccc1. The product is CNC(=O)CS(=O)(=O)c1ccccc1. As a reaction SMILES: [CH3:15][NH2:16].[c:1]1([S:7](=[O:8])(=[O:9])[CH2:10][C:11]([O:13][CH3:12])=[O:14])[cH:2][cH:3][cH:4][cH:5][cH:6]1>>[c:1]1([S:7](=[O:8])(=[O:9])[CH2:10][C:11](=[O:13])[NH:16][CH3:15])[cH:2][cH:3][cH:4][cH:5][cH:6]1. Starting materials: N1C=NC=C1 (imidazole), C1(=CC=CC=C1)P(C1=CC=CC=C1)C1=CC=CC=C1 (triphenylphosphine), BrN1C(CCC1=O)=O (N-bromosuccinimide), C1=C(C=CC2=CC=CC=C12)CCO (2-Naphthalenethanol). Solvent: ClCCl (dichloromethane). Conditions: time 18 hour. Yields the product BrCCC1=CC2=CC=CC=C2C=C1 (2-(2-Bromoethyl)naphthalene). Isolated yield 85.1%. RXN SMILES: C1(P(C2C=CC=CC=2)C2C=CC=CC=2)C=CC=CC=1.[Br:20]N1C(=O)CCC1=O.[CH:28]1[C:37]2[C:32](=[CH:33][CH:34]=[CH:35][CH:36]=2)[CH:31]=[CH:30][C:29]=1[CH2:38][CH2:39]O.N1C=CN=C1>ClCCl>[Br:20][CH2:39][CH2:38][C:29]1[CH:30]=[CH:31][C:32]2[C:37](=[CH:36][CH:35]=[CH:34][CH:33]=2)[CH:28]=1. Procedure details: A solution of triphenylphosphine (0.57 g, 2.2 mmol) and N-bromosuccinimide (0.39 g, 2.2 mmol) in anhydrous dichloromethane (4 mL) was stirred for 10 minutes. 2-Naphthalenethanol (0.25 g, 1.45 mmol) was added, followed inmmediately by imidazole (0.25 g, 1.45 mmol) and the mixture was stirred at room temperature for 18 hours. The reaction mixture was partitioned between H2O and dichloromethane. The aqueous layer was extracted with diethyl ether (2×20 mL) and the combined organic extracts were drie... Reactants: CC(=O)O, CO, O=Cc1ccccc1, CCOP(=O)(NC1CNCCC1C1CC1)OCC. Yields the product CCOP(=O)(NC1CN(Cc2ccccc2)CCC1C1CC1)OCC. RXN SMILES: [CH3:27][C:28](=[O:29])[OH:30].[CH3:31][OH:32].[CH:19](=[O:20])[c:21]1[cH:22][cH:23][cH:24][cH:25][cH:26]1.[CH:1]1([CH:4]2[CH:5]([NH:10][P:11]([O:12][CH2:13][CH3:14])([O:15][CH2:16][CH3:17])=[O:18])[CH2:6][NH:7][CH2:8][CH2:9]2)[CH2:2][CH2:3]1>>[CH:1]1([CH:4]2[CH:5]([NH:10][P:11]([O:12][CH2:13][CH3:14])([O:15][CH2:16][CH3:17])=[O:18])[CH2:6][N:7]([CH2:19][c:21]3[cH:22][cH:23][cH:24][cH:25][cH:26]3)[CH2:8][CH2:9]2)[CH2:2][CH2:3]1. Starting materials: [N+](=O)([O-])C1=C(C=CC=C1)O (2-nitrophenol), BrC(C(=O)OCC)CCC (ethyl 2-bromopentanoate). Procedure: Starting from 2-nitrophenol (1.0 g, 1 eq, 7.19 mmol) and ethyl 2-bromopentanoate (2.97 ml, 3.0 eq, 21.54 mmol) the procedure of step (i), preparation 17 was followed to obtain ethyl 2-(2-nitrophenoxy)pentanoate (2.0 g) as crude which was used for step (ii). Product: [N+](=O)([O-])C1=C(OC(C(=O)OCC)CCC)C=CC=C1 (ethyl 2-(2-nitrophenoxy)pentanoate). Reaction SMILES: [N+:1]([C:4]1[CH:9]=[CH:8][CH:7]=[CH:6][C:5]=1[OH:10])([O-:3])=[O:2].Br[CH:12]([CH2:18][CH2:19][CH3:20])[C:13]([O:15][CH2:16][CH3:17])=[O:14]>>[N+:1]([C:4]1[CH:9]=[CH:8][CH:7]=[CH:6][C:5]=1[O:10][CH:12]([CH2:18][CH2:19][CH3:20])[C:13]([O:15][CH2:16][CH3:17])=[O:14])([O-:3])=[O:2]. Yield: 104.1%. The reactants are C(C=C)OC1(CCN(CC1)C1=C(C(=NC=2N1N=C(C2)C=2C=C(C=CC2)C2=C(C=C(C(=C2)Cl)C)O[C@@H](C)CC=C)C)[C@@H](C(=O)OC)OC(C)(C)C)C ((S)-Methyl 2-(7-(4-(allyloxy)-4-methylpiperidin-1-yl)-2-(5′-chloro-4′-methyl-2′-((S)-pent-4-en-2-yloxy)-[1,1′-biphenyl]-3-yl)-5-methylpyrazolo[1,5-a]pyrimidin-6-yl)-2-(tert-butoxy)acetate), C(C=C)OC1(CCN(CC1)C1=C(C(=NC=2N1N=C(C2)C=2C=C(C=CC2)C2=C(C(=CC=C2O[C@@H](C)CC=C)Cl)C)C)[C@@H](C(=O)OC)OC(C)(C)C)C ((S)-methyl 2-(7-(4-(allyloxy)-4-methylpiperidin-1-yl)-2-(3′-chloro-2′-methyl-6′-((S)-pent-4-en-2-yloxy)-[1,1′-biphenyl]-3-yl)-5-methylpyrazolo[1,5-a]pyrimidin-6-yl)-2-(tert-butoxy)acetate), BrC1=C(C=C(C(=C1)Cl)C)O[C@@H](C)CC=C ((S)-1-bromo-5-chloro-4-methyl-2-(pent-4-en-2-yloxy)benzene), BrC1=C(C=CC(=C1C)Cl)O[C@@H](C)CC=C ((S)-2-bromo-4-chloro-3-methyl-1-(pent-4-en-2-yloxy)benzene), C(C=C)OC1(CCN(CC1)C1=C(C(=NC=2N1N=C(C2)C=2C=C(C=CC2)C2=C(C=C(C(=C2)Cl)C)O[C@@H](C)CC=C)C)[C@@H](C(=O)OC)OC(C)(C)C)C ((S)-Methyl 2-(7-(4-(allyloxy)-4-methylpiperidin-1-yl)-2-(5′-chloro-4′-methyl-2′-((S)-pent-4-en-2-yloxy)-[1,1′-biphenyl]-3-yl)-5-methylpyrazolo[1,5-a]pyrimidin-6-yl)-2-(tert-butoxy)acetate), C(C=C)OC1(CCN(CC1)C1=C(C(=NC=2N1N=C(C2)C=2C=C(C=CC2)C2=C(C(=CC=C2O[C@@H](C)CC=C)Cl)C)C)[C@@H](C(=O)OC)OC(C)(C)C)C ((S)-Methyl 2-(7-(4-(allyloxy)-4-methylpiperidin-1-yl)-2-(3′-chloro-2′-methyl-6′-((S)-pent-4-en-2-yloxy)-[1,1′-biphenyl]-3-yl)-5-methylpyrazolo[1,5-a]pyrimidin-6-yl)-2-(tert-butoxy)acetate). The product is C(C)(C)(C)O[C@H](C(=O)O)C1=C2N3CCC(OCCCC[C@@H](OC=4C=C(C=CC4C4=CC=CC(C5=NN2C(N=C1C)=C5)=C4)C#N)C)(CC3)C ((2S)-2-(tert-Butoxy)-2-[(22S)-18-cyano-4,22,28-trimethyl-21,27-dioxa-1,5,7,8-tetraazahexacyclo[26.2.2.16,9.110,14.02,7.015,20]tetratriaconta-2,4,6(34),8,10(33), 11, 13, 15 (20),16,18-decaen-3-yl]acetic acid). As a reaction SMILES: [CH2:1]([O:4][C:5]1([CH3:51])[CH2:10][CH2:9][N:8]([C:11]2[N:16]3[N:17]=[C:18]([C:20]4[CH:21]=[C:22]([C:26]5[CH:31]=[C:30](Cl)[C:29]([CH3:33])=[CH:28][C:27]=5[O:34][C@H:35]([CH2:37][CH:38]=[CH2:39])[CH3:36])[CH:23]=[CH:24][CH:25]=4)[CH:19]=[C:15]3[N:14]=[C:13]([CH3:40])[C:12]=2[C@H:41]([O:46][C:47]([CH3:50])([CH3:49])[CH3:48])[C:42]([O:44]C)=[O:43])[CH2:7][CH2:6]1)C=C.C(OC1(C)CC[N:59](C2N3N=C(C4C=C(C5C(O[C@H](CC=C)C)=CC=C(Cl)C=5C)C=CC=4)C=C3N=C(C)C=2[C@H](OC(C)(C)C)C(OC)=O)CC1)C=C.BrC1C=C(Cl)C(C)=CC=1O[C@H](CC=C)C.BrC1C(C)=C(Cl)C=CC=1O[C@H](CC=C)C>>[C:47]([O:46][C@@H:41]([C:12]1[C:13]([CH3:40])=[N:14][C:15]2=[CH:19][C:18]3=[N:17][N:16]2[C:11]=1[N:8]1[CH2:7][CH2:6][C:5]([CH3:51])([O:4][CH2:1][CH2:39][CH2:38][CH2:37][C@H:35]([CH3:36])[O:34][C:27]2[CH:28]=[C:29]([C:33]#[N:59])[CH:30]=[CH:31][C:26]=2[C:22]2[CH:21]=[C:20]3[CH:25]=[CH:24][CH:23]=2)[CH2:10][CH2:9]1)[C:42]([OH:44])=[O:43])([CH3:48])([CH3:49])[CH3:50]. Procedure: (S)-Methyl 2-(7-(4-(allyloxy)-4-methylpiperidin-1-yl)-2-(5′-chloro-4′-methyl-2′-((S)-pent-4-en-2-yloxy)-[1,1′-biphenyl]-3-yl)-5-methylpyrazolo[1,5-a]pyrimidin-6-yl)-2-(tert-butoxy)acetate and (S)-methyl 2-(7-(4-(allyloxy)-4-methylpiperidin-1-yl)-2-(3′-chloro-2′-methyl-6′-((S)-pent-4-en-2-yloxy)-[1,1′-biphenyl]-3-yl)-5-methylpyrazolo[1,5-a]pyrimidin-6-yl)-2-(tert-butoxy)acetate: Prepared from a 2:1 mixture of (S)-1-bromo-5-chloro-4-methyl-2-(pent-4-en-2-yloxy)benzene and (S)-2-bromo-4-chloro-3-me... RXN SMILES: [F:1][C:2]([F:10])([F:9])[C:3](=O)[C:4](OC)=[O:5].[F:11][C:12]1[CH:31]=[CH:30][CH:29]=[CH:28][C:13]=1[CH2:14][N:15]1[C:19]2=[N:20][CH:21]=N[CH:23]=[C:18]2[C:17]([C:24](=[NH:27])[NH:25][NH2:26])=[N:16]1.[CH2:32](O)C>>[F:11][C:12]1[CH:31]=[CH:30][CH:29]=[CH:28][C:13]=1[CH2:14][N:15]1[C:19]2=[N:20][CH:21]=[CH:32][CH:23]=[C:18]2[C:17]([C:24]2[N:25]=[N:26][C:3]([C:2]([F:10])([F:9])[F:1])=[C:4]([OH:5])[N:27]=2)=[N:16]1. The product is FC1=C(CN2N=C(C=3C2=NC=CC3)C=3N=NC(=C(N3)O)C(F)(F)F)C=CC=C1 (3-[1-(2-Fluorobenzyl)-1H-pyrazolo[3,4-b]pyridin-3-yl]-6-(trifluoromethyl)-1,2,4-triazin-5-ol). Procedure: 1.098 g (7.035 mmol) of methyl 3,3,3-trifluoro-2-oxopropanoate in 10 ml of ethanol were initially introduced and heated to reflux. Then, 2.000 g (7.035 mmol) of 1-(2-fluorobenzyl)-1H-pyrazolo[3,4-d]pyrimidine-3-carboximidohydrazide suspended in 25 ml of ethanol were added and the mixture was heated under reflux overnight. After cooling, the mixture was filtered, and the filtercake was washed with a little ethanol and purified by preparative HPLC (mobile phase: acetonitrile/water with 0.1% TFA, r... The reactants are FC(C(C(=O)OC)=O)(F)F (methyl 3,3,3-trifluoro-2-oxopropanoate), C(C)O (ethanol), C(C)O (ethanol), FC1=C(CN2N=C(C=3C2=NC=NC3)C(NN)=N)C=CC=C1 (1-(2-fluorobenzyl)-1H-pyrazolo[3,4-d]pyrimidine-3-carboximidohydrazide). The reactants are COC(=O)CCCCCCCN1N=C(C(=N1)C1=CC=CC=C1)C1=CC=CC=C1 (2-(7-Methoxycarbonylheptyl)-4,5-diphenyltriazole), [OH-].[Na+] (sodium hydroxide). Yields the product C(=O)(O)CCCCCCCN1N=C(C(=N1)C1=CC=CC=C1)C1=CC=CC=C1 (2-(7-carboxyheptyl)-4,5-diphenyltriazole). The yield is 78.9%. As a reaction SMILES: C[O:2][C:3]([CH2:5][CH2:6][CH2:7][CH2:8][CH2:9][CH2:10][CH2:11][N:12]1[N:16]=[C:15]([C:17]2[CH:22]=[CH:21][CH:20]=[CH:19][CH:18]=2)[C:14]([C:23]2[CH:28]=[CH:27][CH:26]=[CH:25][CH:24]=2)=[N:13]1)=[O:4].[OH-].[Na+]>>[C:3]([CH2:5][CH2:6][CH2:7][CH2:8][CH2:9][CH2:10][CH2:11][N:12]1[N:16]=[C:15]([C:17]2[CH:22]=[CH:21][CH:20]=[CH:19][CH:18]=2)[C:14]([C:23]2[CH:28]=[CH:27][CH:26]=[CH:25][CH:24]=2)=[N:13]1)([OH:4])=[O:2] |f:1.2|. Reported procedure: 2-(7-Methoxycarbonylheptyl)-4,5-diphenyltriazole (1 g) was reacted with 2N sodium hydroxide in a method similar to Example 58. Recrystallisation from ethanol and water gave 2-(7-carboxyheptyl)-4,5-diphenyltriazole (0.76 g, 79%) as a white solid, m.p. 86°-88° C. Reactants: Clc1nc2ccccc2o1, [K+], [K+], O=C([O-])[O-], CN(C)C=O, Cc1ccc(S(=O)(=O)n2ccc3c(CN4C(=O)CCCC45CCNCC5)cccc32)cc1. Yields the product Cc1ccc(S(=O)(=O)n2ccc3c(CN4C(=O)CCCC45CCN(c4nc6ccccc6o4)CC5)cccc32)cc1. As a reaction SMILES: [Cl:39][c:40]1[o:41][c:42]2[c:43]([n:44]1)[cH:45][cH:46][cH:47][cH:48]2.[K+:33].[K+:34].[O-:35][C:36]([O-:37])=[O:38].[O:49]=[CH:50][N:51]([CH3:52])[CH3:53].[S:1](=[O:2])(=[O:3])([c:4]1[cH:5][cH:6][c:7]([CH3:8])[cH:9][cH:10]1)[n:11]1[cH:12][cH:13][c:14]2[c:15]([CH2:20][N:21]3[C:22](=[O:32])[CH2:23][CH2:24][CH2:25][C:26]34[CH2:27][CH2:28][NH:29][CH2:30][CH2:31]4)[cH:16][cH:17][cH:18][c:19]12>>[S:1](=[O:2])(=[O:3])([c:4]1[cH:5][cH:6][c:7]([CH3:8])[cH:9][cH:10]1)[n:11]1[cH:12][cH:13][c:14]2[c:15]([CH2:20][N:21]3[C:22](=[O:32])[CH2:23][CH2:24][CH2:25][C:26]34[CH2:27][CH2:28][N:29]([c:40]3[o:41][c:42]5[c:43]([n:44]3)[cH:45][cH:46][cH:47][cH:48]5)[CH2:30][CH2:31]4)[cH:16][cH:17][cH:18][c:19]12. The reactants are C1(=CC=CC=C1)[C@@H](CNC(=S)N)C (N-[(2S)-2-phenylpropyl]thiourea), BrC(C(=O)O)CC (2-bromo-butyric acid). Yields the product C(C)[C@H]1C(N=C(S1)NC[C@@H](C)C1=CC=CC=C1)=O ((5S)-5-ethyl-2-{[(2S)-2-phenylpropyl]amino}-1,3-thiazol-4(5H)-one). Reaction SMILES: [C:1]1([C@H:7]([CH3:13])[CH2:8][NH:9][C:10]([NH2:12])=[S:11])[CH:6]=[CH:5][CH:4]=[CH:3][CH:2]=1.Br[CH:15]([CH2:19][CH3:20])[C:16](O)=[O:17]>>[CH2:19]([C@@H:15]1[S:11][C:10]([NH:9][CH2:8][C@H:7]([C:1]2[CH:6]=[CH:5][CH:4]=[CH:3][CH:2]=2)[CH3:13])=[N:12][C:16]1=[O:17])[CH3:20]. Procedure: Synthesis was performed from N-[(2S)-2-phenylpropyl]thiourea and 2-bromo-butyric acid according to Method D3.